From a dataset of the Open Reaction Database (ORD), a public repository of structured organic reaction records. describe an organic reaction: reactants, conditions, products, and yield Reactants: I(=O)(=O)(=O)[O-].[Na+] (sodium periodate), ClC1=C(C=CC=C1)N1N=C(C=C1C=1OC=CC1)C(=O)OC (methyl 1-(2-chlorophenyl)-5-(furan-2-yl)-1H-pyrazole-3-carboxylate), O (water), C(Cl)(Cl)(Cl)Cl (carbon tetrachloride). The reagents and catalysts are [Ru](Cl)(Cl)Cl (ruthenium chloride). The solvent is C(C)#N (acetonitrile). Run at time 72 hour. The product is ClC1=C(C=CC=C1)N1N=C(C=C1C(=O)O)C(=O)OC (1-(2-chlorophenyl)-3-(methoxycarbonyl)-1H-pyrazole-5-carboxylic acid). The yield is 43.2%. As a reaction SMILES: [Cl:1][C:2]1[CH:7]=[CH:6][CH:5]=[CH:4][C:3]=1[N:8]1[C:12]([C:13]2[O:14]C=CC=2)=[CH:11][C:10]([C:18]([O:20][CH3:21])=[O:19])=[N:9]1.O.C(Cl)(Cl)(Cl)Cl.I([O-])(=O)(=O)=[O:29].[Na+]>C(#N)C.[Ru](Cl)(Cl)Cl>[Cl:1][C:2]1[CH:7]=[CH:6][CH:5]=[CH:4][C:3]=1[N:8]1[C:12]([C:13]([OH:14])=[O:29])=[CH:11][C:10]([C:18]([O:20][CH3:21])=[O:19])=[N:9]1 |f:3.4|. Procedure: To a stirred mixture of compound 6 (3.0 g, 9.9 mmol) in a mixture of acetonitrile (60 mL), water (80 mL) and carbon tetrachloride (60 mL) was added sodium periodate (8.3 g, 39 mmol) and ruthenium chloride (125 mg, 0.03 mmol) and the reaction mixture was stirred at room temperature for 72 h. On completion, solvent was removed, crude mass was dissolved in saturated sodium bicarbonate solution, extracted with ether (50 ml×3). Aqueous layer was acidified with 1N HCl and extracted with ethyl acetate ... Reactants: ClC1=CC(=C(C=O)C=C1)C (4-chloro-2-methylbenzaldehyde), CC1(OC(=O)CC(=O)O1)C (Meldrum's acid), FC=1C=C2C=CNC2=C(C1)CSC (5-Fluoro-7-[(methylsulfanyl)methyl]-1H-indole). Reagents/catalysts: N1C(C(=O)O)CCC1 (D,L-proline). Run in C(C)#N (acetonitrile). Reaction conditions: time 8 hour. Yields the product ClC1=CC(=C(C=C1)C(C1C(OC(OC1=O)(C)C)=O)C1=CNC2=C(C=C(C=C12)F)CSC)C (5-[(4-Chloro-2-methylphenyl){5-fluoro-7-[(methylsulfanyl)methyl]-1H-indol-3-yl}methyl]-2,2-dimethyl-1,3-dioxane-4,6-dione). Yield: 114.3%. RXN SMILES: [Cl:1][C:2]1[CH:9]=[CH:8][C:5]([CH:6]=O)=[C:4]([CH3:10])[CH:3]=1.[CH3:11][C:12]1([CH3:20])[O:19][C:17](=[O:18])[CH2:16][C:14](=[O:15])[O:13]1.[F:21][C:22]1[CH:23]=[C:24]2[C:28](=[C:29]([CH2:31][S:32][CH3:33])[CH:30]=1)[NH:27][CH:26]=[CH:25]2>C(#N)C.N1CCCC1C(O)=O>[Cl:1][C:2]1[CH:9]=[CH:8][C:5]([CH:6]([C:25]2[C:24]3[C:28](=[C:29]([CH2:31][S:32][CH3:33])[CH:30]=[C:22]([F:21])[CH:23]=3)[NH:27][CH:26]=2)[CH:16]2[C:17](=[O:18])[O:19][C:12]([CH3:20])([CH3:11])[O:13][C:14]2=[O:15])=[C:4]([CH3:10])[CH:3]=1. Procedure: 0.68 g (4.41 mmol) of 4-chloro-2-methylbenzaldehyde, 0.64 g (4.41 mmol) of Meldrum's acid and 24.0 mg (0.21 mmol) of D,L-proline were added to a solution of 1.00 g of the compound from Example 11A with a purity of 82% (4.20 mmol) in 35 ml of acetonitrile. The reaction mixture was stirred at RT overnight. It was concentrated, and the residue was taken up in ethyl acetate, washed with 1N hydrochloric acid, saturated aqueous sodium bicarbonate solution and water, dried over magnesium sulfate, filte... Starting materials: ClC=1C=CC2=C(SC(=C2S(=O)(=O)N(C)CC(=O)OCC)C(=O)OC)C1 (methyl 6-chloro-3-{[(ethoxycarbonyl-methyl)-methylamino]sulfonyl}-benzo[b]-thiophene-2-carboxylate), sodium methylene. The solvent is CO (methanol). Product: ClC1=CC2=C(C=C1)C1=C(C(=C(N(S1(=O)=O)C)C(=O)OC)O)S2 (Methyl 7-chloro-4-hydroxy-2-methyl-2H-[1]-benzothieno [2,3-e]-1,2-thiazine-3-carboxylate-1,1-dioxide). Isolated yield 35.0%. As a reaction SMILES: [Cl:1][C:2]1[CH:3]=[CH:4][C:5]2[C:9]([S:10]([N:13]([CH2:15][C:16]([O:18][CH2:19]C)=[O:17])[CH3:14])(=[O:12])=[O:11])=[C:8]([C:21](OC)=[O:22])[S:7][C:6]=2[CH:25]=1>CO>[Cl:1][C:2]1[CH:3]=[CH:4][C:5]2[C:9]3[S:10](=[O:12])(=[O:11])[N:13]([CH3:14])[C:15]([C:16]([O:18][CH3:19])=[O:17])=[C:21]([OH:22])[C:8]=3[S:7][C:6]=2[CH:25]=1. Procedure: Prepared analogous to Example 1(e) from methyl 6-chloro-3-{[(ethoxycarbonyl-methyl)-methylamino]sulfonyl}-benzo[b]-thiophene-2-carboxylate by reaction with sodium methylene in anhydrous methanol with a yield of 35% of theory. Starting materials: OC1=CC(NC=C1)=O (4-hydroxy-2-pyridone), C(C1=CC(C(=O)Cl)=CC=C1)(=O)Cl (isophthaloyl chloride), O (water). Run in N1=CC=CC=C1 (pyridine). Yields the product C(=O)(O)C=1C=C(C(=O)OC2=CC(NC=C2)=O)C=CC1 (4-(3-carboxybenzoyloxy)-2-pyridone). The yield is 43.0%. As a reaction SMILES: [OH:1][C:2]1[CH:7]=[CH:6][NH:5][C:4](=[O:8])[CH:3]=1.[C:9](Cl)(=[O:19])[C:10]1[CH:18]=[CH:17][CH:16]=[C:12]([C:13](Cl)=[O:14])[CH:11]=1.[OH2:21]>N1C=CC=CC=1>[C:9]([C:10]1[CH:11]=[C:12]([CH:16]=[CH:17][CH:18]=1)[C:13]([O:1][C:2]1[CH:7]=[CH:6][NH:5][C:4](=[O:8])[CH:3]=1)=[O:14])([OH:19])=[O:21]. Procedure details: 1.00 g of 4-hydroxy-2-pyridone was suspended in 50 ml of pyridine. After the addition of 3.65 g of isophthaloyl chloride, the suspension was refluxed with heating for 1.5 hours. The reaction mixture was left to stand for cooling, to which water was added and the mixture was extracted with ethyl acetate. The ethyl acetate layer was washed with water, dried over magnesium sulfate and concentrated under reduced pressure. The concentrate was washed with ether to give 1.00 g of the title compound in ...